Dataset: the Open Reaction Database (ORD), a public repository of structured organic reaction records. Task: describe an organic reaction: reactants, conditions, products, and yield Procedure: 2-Acetamido-1,3-diacetoxy-2-icosylpropane (1.5 g) was dissolved in 40 ml of methanol and 9.6 ml of a 1 N aqueous sodium hydroxide solution was added thereto. The mixture was refluxed under heating for 6 hours. The mixture was neutralized with a 1 N aqueous hydrochloric acid solution and the reaction mixture was concentrated under reduced pressure. The concentrate was washed with water and ethyl acetate:hexane=1:1 in order to give 817 mg of 2-amino-2-icosyl-1,3-propanediol hydrochloride. As a reaction SMILES: C([NH:4][C:5]([CH2:16][CH2:17][CH2:18][CH2:19][CH2:20][CH2:21][CH2:22][CH2:23][CH2:24][CH2:25][CH2:26][CH2:27][CH2:28][CH2:29][CH2:30][CH2:31][CH2:32][CH2:33][CH2:34][CH3:35])([CH2:11][O:12]C(=O)C)[CH2:6][O:7]C(=O)C)(=O)C.[OH-].[Na+].[ClH:38]>CO>[ClH:38].[NH2:4][C:5]([CH2:16][CH2:17][CH2:18][CH2:19][CH2:20][CH2:21][CH2:22][CH2:23][CH2:24][CH2:25][CH2:26][CH2:27][CH2:28][CH2:29][CH2:30][CH2:31][CH2:32][CH2:33][CH2:34][CH3:35])([CH2:6][OH:7])[CH2:11][OH:12] |f:1.2,5.6|. Product: Cl.NC(CO)(CO)CCCCCCCCCCCCCCCCCCCC (2-amino-2-icosyl-1,3-propanediol hydrochloride). Reactants: [OH-].[Na+] (sodium hydroxide), C(C)(=O)NC(COC(C)=O)(COC(C)=O)CCCCCCCCCCCCCCCCCCCC (2-Acetamido-1,3-diacetoxy-2-icosylpropane), Cl (hydrochloric acid). The solvent is CO (methanol). The reactants are CC(C)(C)C(NC(C(=O)N1CCC1C(=O)NCc1cc(Cl)ccc1-n1cncn1)C1CCCCC1)C(=O)[O-], ClCCl, O=C(O)C(F)(F)F. Product: O=C(O)CNC(C(=O)N1CCC1C(=O)NCc1cc(Cl)ccc1-n1cncn1)C1CCCCC1. As a reaction SMILES: [C:8]([CH3:9])([CH3:10])([CH3:11])[CH:12]([C:13](=[O:14])[O-:15])[NH:16][CH:17]([C:18](=[O:19])[N:20]1[CH:21]([C:24](=[O:25])[NH:26][CH2:27][c:28]2[c:29](-[n:35]3[n:36][cH:37][n:38][cH:39]3)[cH:30][cH:31][c:32]([Cl:34])[cH:33]2)[CH2:22][CH2:23]1)[CH:40]1[CH2:41][CH2:42][CH2:43][CH2:44][CH2:45]1.[Cl:46][CH2:47][Cl:48].[F:1][C:2]([F:3])([F:4])[C:5]([OH:6])=[O:7]>>[CH2:12]([C:13](=[O:14])[OH:15])[NH:16][CH:17]([C:18](=[O:19])[N:20]1[CH:21]([C:24](=[O:25])[NH:26][CH2:27][c:28]2[c:29](-[n:35]3[n:36][cH:37][n:38][cH:39]3)[cH:30][cH:31][c:32]([Cl:34])[cH:33]2)[CH2:22][CH2:23]1)[CH:40]1[CH2:41][CH2:42][CH2:43][CH2:44][CH2:45]1. Starting materials: CC(C)(C)C1=CC(=O)C(=O)C(C(C)(C)C)=C1, CC(=O)O, O, O=[N+]([O-])O. The product is CC(C)(C)C1=CC(C(C)(C)C)=C([N+](=O)[O-])C(=O)C1=O. Reaction SMILES: [C:1]([CH3:2])([CH3:3])([CH3:4])[C:5]1=[CH:10][C:9]([C:11]([CH3:12])([CH3:13])[CH3:14])=[CH:8][C:7](=[O:15])[C:6]1=[O:16].[CH3:22][C:23](=[O:24])[OH:25].[OH2:21].[OH:17][N+:18]([O-:19])=[O:20]>>[C:1]([CH3:2])([CH3:3])([CH3:4])[C:5]1=[CH:10][C:9]([C:11]([CH3:12])([CH3:13])[CH3:14])=[C:8]([N+:18](=[O:17])[O-:19])[C:7](=[O:15])[C:6]1=[O:16]. Reactants: CN1C(=NC(=C1C=1SC=2N=CN=C(C2N1)S(=O)(=O)C)C1=CC=CC=C1)C1=CC=CC=C1 (2-(1-Methyl-2,4-diphenyl-1H-imidazol-5-yl)-7-(methylsulfonyl)[1,3]thiazolo[5,4-d]pyrimidine), solid, CN1C(=NC(=C1C=1SC=2N=CN=C(C2N1)S(=O)(=O)C)C1=CC=CC=C1)C1=CC=CC=C1 (2-(1-Methyl-2,4-diphenyl-1H-imidazol-5-yl)-7-(methylsulfonyl)[1,3]thiazolo[5,4-d]pyrimidine), CN1C=NC(=C1C1=CC2=C(N=CN=C2S(=O)(=O)C)S1)C1=CC=CC=C1 (6-(1-Methyl-4-phenyl-1H-imidazol-5-yl)-4-(methylsulfonyl)thieno[2,3-d]pyrimidine). The product is CN1C(=NC(=C1C=1SC=2N=CN=C(C2N1)N)C1=CC=CC=C1)C1=CC=CC=C1 (2-(1-Methyl-2,4-diphenyl-1H-imidazol-5-yl)[1,3]thiazolo[5,4-d]pyrimidin-7-amine). As a reaction SMILES: [CH3:1][N:2]1[C:6]([C:7]2[S:8][C:9]3[N:10]=[CH:11][N:12]=[C:13](S(C)(=O)=O)[C:14]=3[N:15]=2)=[C:5]([C:20]2[CH:25]=[CH:24][CH:23]=[CH:22][CH:21]=2)[N:4]=[C:3]1[C:26]1[CH:31]=[CH:30][CH:29]=[CH:28][CH:27]=1.C[N:33]1C(C2SC3N=CN=C(S(C)(=O)=O)C=3C=2)=C(C2C=CC=CC=2)N=C1>>[CH3:1][N:2]1[C:6]([C:7]2[S:8][C:9]3[N:10]=[CH:11][N:12]=[C:13]([NH2:33])[C:14]=3[N:15]=2)=[C:5]([C:20]2[CH:25]=[CH:24][CH:23]=[CH:22][CH:21]=2)[N:4]=[C:3]1[C:26]1[CH:31]=[CH:30][CH:29]=[CH:28][CH:27]=1. Procedure: The title compound was prepared by a similar process to that described for Example 8 but using 2-(1-Methyl-2,4-diphenyl-1H-imidazol-5-yl)-7-(methylsulfonyl)[1,3]thiazolo[5,4-d]pyrimidine (Intermediate 40) in place of 6-(1-Methyl-4-phenyl-1H-imidazol-5-yl)-4-(methylsulfonyl)thieno[2,3-d]pyrimidine (intermediate 17). Yellow solid (21 mg, 91%); Reactants: BrCCC[Sn](CCC)(CCC)CCC ((3-bromopropyl) tripropyltin), CN(CCCN)C (3-dimethylaminopropyl amine), aqueous solution, C([O-])(O)=O.[Na+] (sodium bicarbonate). Solvent: C(C)OCC (diethylether). Conditions: temperature 60 celsius, time 1 hour. The product is [Sn](CCC)(CCC)(CCC)CCCNCCCN(C)C (Pr3Sn(CH2)3NH(CH2)3NMe2). Isolated yield 77.0%. Reaction SMILES: Br[CH2:2][CH2:3][CH2:4][Sn:5]([CH2:12][CH2:13][CH3:14])([CH2:9][CH2:10][CH3:11])[CH2:6][CH2:7][CH3:8].[CH3:15][N:16]([CH3:21])[CH2:17][CH2:18][CH2:19][NH2:20].C(=O)(O)[O-].[Na+]>C(OCC)C>[Sn:5]([CH2:4][CH2:3][CH2:2][NH:20][CH2:19][CH2:18][CH2:17][N:16]([CH3:21])[CH3:15])([CH2:12][CH2:13][CH3:14])([CH2:9][CH2:10][CH3:11])[CH2:6][CH2:7][CH3:8] |f:2.3|. Reported procedure: Over a period of 0.5 hour 9.25 g (0.025 mol) of (3-bromopropyl) tripropyltin was added to 25 ml of 3-dimethylaminopropyl amine at room temperature. The mixture was stirred for 1 hour at 60° C. Under cooling 75 ml of diethylether and 60 ml of a 15% aqueous solution of sodium bicarbonate were added. After stirring for 0.5 hour the organic phase was separated, dried and evaporated in vacuo. Distillation gave 7.5 g (77%) of Pr3Sn(CH2)3NH(CH2)3NMe2 ; b.p. 113°-114° C./0.1 mm Hg, nD20 =1.4855. The reactants are C(C)O (ethanol), N1C=CC2=CC(=CC=C12)N (1H-indol-5-amine), ClC1=C(C=NC=C1)[N+](=O)[O-] (4-chloro-3-nitropyridine). Solvent: C(C)N(CC)CC (triethylamine). Run at temperature 60 celsius, time 2 hour. The product is [N+](=O)([O-])C=1C=NC=CC1NC=1C=C2C=CNC2=CC1 (N-(3-Nitro-4-pyridinyl)-1H-indol-5-amine). RXN SMILES: C(O)C.[NH:4]1[C:12]2[C:7](=[CH:8][C:9]([NH2:13])=[CH:10][CH:11]=2)[CH:6]=[CH:5]1.Cl[C:15]1[CH:20]=[CH:19][N:18]=[CH:17][C:16]=1[N+:21]([O-:23])=[O:22]>C(N(CC)CC)C>[N+:21]([C:16]1[CH:17]=[N:18][CH:19]=[CH:20][C:15]=1[NH:13][C:9]1[CH:8]=[C:7]2[C:12](=[CH:11][CH:10]=1)[NH:4][CH:5]=[CH:6]2)([O-:23])=[O:22]. Reported procedure: To 150 ml of absolute ethanol were added 1H-indol-5-amine (8.06 g), 4-chloro-3-nitropyridine (10.0 g) and triethylamine (8.5 ml), and this mixture was heated to 60° C. and stirred for 2 hours. The mixture was cooled, the ethanol evaporated, and the residue taken up in a water/ethyl acetate mixture. This was treated with Na2CO3 (aq) to adjust the pH to 10. The organic layer was collected, the aqueous layer extracted again with ethyl acetate, and the organics were combined, washed with water and d... Reactants: ClC1=NC(=CC=C1O)Cl (2,6-dichloropyridin-3-ol), C(=O)([O-])[O-].[K+].[K+] (K2CO3), CI (MeI). The solvent is O (water), CN(C)C=O (DMF). Reaction conditions: temperature 80 celsius, time 2 hour. Product: ClC1=NC(=CC=C1OC)Cl (2,6-dichloro-3-methoxypyridine). Yield: 95.5%. RXN SMILES: [Cl:1][C:2]1[C:7]([OH:8])=[CH:6][CH:5]=[C:4]([Cl:9])[N:3]=1.[C:10]([O-])([O-])=O.[K+].[K+].CI>CN(C=O)C.O>[Cl:1][C:2]1[C:7]([O:8][CH3:10])=[CH:6][CH:5]=[C:4]([Cl:9])[N:3]=1 |f:1.2.3|. Procedure details: To a solution of 2,6-dichloropyridin-3-ol (16.3 g, 0.1 mol) and K2CO3 (41.4 g, 0.3 mol) in DMF (200 mL) were added MeI (21.3 g, 0.15 mol). The mixture was allowed to stir at 80° C. for 2 hours. The mixture was then diluted with water (200 mL) and extracted with EtOAc (200 mL×3). The organic layer was washed with brine (200 mL×3), dried over Na2SO4, filtered and the solvent was concentrated in vacuo to provide 2,6-dichloro-3-methoxypyridine (17.0 g, yield: 96.0%). 1H-NMR (CDCl3, 400 MHz) δ 7.12˜7... Reactants: [BH4-], CO, [Na+], O, O=Cc1ccn(-c2ccccc2C=Cc2n[nH]c3ccccc23)c1. The product is OCc1ccn(-c2ccccc2C=Cc2n[nH]c3ccccc23)c1. As a reaction SMILES: [BH4-:25].[CH3:28][OH:29].[Na+:26].[OH2:27].[nH:1]1[n:2][c:3]([CH:10]=[CH:11][c:12]2[c:13](-[n:18]3[cH:19][c:20]([CH:23]=[O:24])[cH:21][cH:22]3)[cH:14][cH:15][cH:16][cH:17]2)[c:4]2[cH:5][cH:6][cH:7][cH:8][c:9]12>>[nH:1]1[n:2][c:3]([CH:10]=[CH:11][c:12]2[c:13](-[n:18]3[cH:19][c:20]([CH2:23][OH:24])[cH:21][cH:22]3)[cH:14][cH:15][cH:16][cH:17]2)[c:4]2[cH:5][cH:6][cH:7][cH:8][c:9]12. The reactants are BrB(Br)Br, COc1cc(Br)ccc1-n1c(CC2CCN(C(=O)C3CC3)C2)n[nH]c1=O. Yields the product O=C(C1CC1)N1CCC(Cc2n[nH]c(=O)n2-c2ccc(Br)cc2O)C1. Reaction SMILES: [B:27]([Br:28])([Br:29])[Br:30].[Br:1][c:2]1[cH:3][c:4]([O:25][CH3:26])[c:5](-[n:8]2[c:9](=[O:24])[nH:10][n:11][c:12]2[CH2:13][CH:14]2[CH2:15][N:16]([C:19](=[O:20])[CH:21]3[CH2:22][CH2:23]3)[CH2:17][CH2:18]2)[cH:6][cH:7]1>>[Br:1][c:2]1[cH:3][c:4]([OH:25])[c:5](-[n:8]2[c:9](=[O:24])[nH:10][n:11][c:12]2[CH2:13][CH:14]2[CH2:15][N:16]([C:19](=[O:20])[CH:21]3[CH2:22][CH2:23]3)[CH2:17][CH2:18]2)[cH:6][cH:7]1.